From a dataset of the Open Reaction Database (ORD), a public repository of structured organic reaction records. describe an organic reaction: reactants, conditions, products, and yield Starting materials: Cc1ccc(B(O)O)cc1, CN1C(=O)CCC2(C)c3ccc(Br)cc3CCC12, Cc1ccccc1, ClCCl, [Na+], [Na+], O=C([O-])[O-], [Pd], c1ccc(P(c2ccccc2)c2ccccc2)cc1, c1ccc(P(c2ccccc2)c2ccccc2)cc1, c1ccc(P(c2ccccc2)c2ccccc2)cc1, c1ccc(P(c2ccccc2)c2ccccc2)cc1. Product: Cc1ccc(-c2ccc3c(c2)CCC2N(C)C(=O)CCC32C)cc1. As a reaction SMILES: [CH3:19][c:20]1[cH:21][cH:22][c:23]([B:26]([OH:27])[OH:28])[cH:24][cH:25]1.[CH3:1][N:2]1[C:3](=[O:18])[CH2:4][CH2:5][C:6]2([CH3:17])[c:7]3[c:8]([cH:12][c:13]([Br:16])[cH:14][cH:15]3)[CH2:9][CH2:10][CH:11]12.[CH3:35][c:36]1[cH:37][cH:38][cH:39][cH:40][cH:41]1.[Cl:42][CH2:43][Cl:44].[Na+:29].[Na+:30].[O-:31][C:32](=[O:33])[O-:34].[Pd:45].[c:103]1([P:104]([c:105]2[cH:106][cH:107][cH:108][cH:109][cH:110]2)[c:111]2[cH:112][cH:113][cH:114][cH:115][cH:116]2)[cH:117][cH:118][cH:119][cH:120][cH:121]1.[c:46]1([P:47]([c:48]2[cH:49][cH:50][cH:51][cH:52][cH:53]2)[c:54]2[cH:55][cH:56][cH:57][cH:58][cH:59]2)[cH:60][cH:61][cH:62][cH:63][cH:64]1.[c:65]1([P:66]([c:67]2[cH:68][cH:69][cH:70][cH:71][cH:72]2)[c:73]2[cH:74][cH:75][cH:76][cH:77][cH:78]2)[cH:79][cH:80][cH:81][cH:82][cH:83]1.[c:84]1([P:85]([c:86]2[cH:87][cH:88][cH:89][cH:90][cH:91]2)[c:92]2[cH:93][cH:94][cH:95][cH:96][cH:97]2)[cH:98][cH:99][cH:100][cH:101][cH:102]1>>[CH3:1][N:2]1[C:3](=[O:18])[CH2:4][CH2:5][C:6]2([CH3:17])[c:7]3[c:8]([cH:12][c:13](-[c:23]4[cH:22][cH:21][c:20]([CH3:19])[cH:25][cH:24]4)[cH:14][cH:15]3)[CH2:9][CH2:10][CH:11]12. Starting materials: CC1(C(N(C(O1)=S)NC1=CC=CC=C1)=O)C1=CC=C(C=C1)OC1=CC=CC=C1 (5-methyl-5-(4-phenoxyphenyl)-3-phenylamino-2-thioxooxazolidin-4-one), CC(=O)C (acetone). Solvent: O (water). Conditions: temperature 50 celsius. Yields the product CC1(C(N(C(O1)=O)NC1=CC=CC=C1)=O)C1=CC=C(C=C1)OC1=CC=CC=C1 (5-Methyl-5-(4-phenoxyphenyl)-3-(phenylamino)-2,4-oxazolidinedione). RXN SMILES: [CH3:1][C:2]1([C:16]2[CH:21]=[CH:20][C:19]([O:22][C:23]3[CH:28]=[CH:27][CH:26]=[CH:25][CH:24]=3)=[CH:18][CH:17]=2)[O:6][C:5](=S)[N:4]([NH:8][C:9]2[CH:14]=[CH:13][CH:12]=[CH:11][CH:10]=2)[C:3]1=[O:15].CC(C)=[O:31]>O>[CH3:1][C:2]1([C:16]2[CH:21]=[CH:20][C:19]([O:22][C:23]3[CH:28]=[CH:27][CH:26]=[CH:25][CH:24]=3)=[CH:18][CH:17]=2)[O:6][C:5](=[O:31])[N:4]([NH:8][C:9]2[CH:14]=[CH:13][CH:12]=[CH:11][CH:10]=2)[C:3]1=[O:15]. Reported procedure: A solution of 5-methyl-5-(4-phenoxyphenyl)-3-phenylamino-2-thioxooxazolidin-4-one (2 g, 0.0051 moles) in 50 mls of acetone (0.1M) was treated at room temperature with a solution of KHSO5OXONE®, 4.72 g, 0.0154 moles) in 20 mls of water. The white slurry was heated at 50° C. for two hours then cooled to room temperature and filtered. The residue was washed with fresh acetone and the filtrates were evaporated under reduced pressure until all the acetone distilled away. The residue was dissolved in ...